From a dataset of the Open Reaction Database (ORD), a public repository of structured organic reaction records. describe an organic reaction: reactants, conditions, products, and yield Procedure: In 5.3 ml of 47% hydrobromic acid was suspended 0.53 g of 1-cyclopropyl-6-fluoro-8-methyl-7-[2-(p-toluenesulfonyl)isoindolin-5-yl]-1,4-dihydro-4-oxoquinoline-3 carboxylic acid, and 0.28 g of phenol and 3.2 ml of propionic acid were added to the suspension, after which the resulting mixture was heated under reflux for one hour under a nitrogen stream. The reaction mixture was concentrated under reduced pressure, and ethanol was added to the residue obtained, after which the crystals formed were c... Run in [OH-].[Na+] (sodium hydroxide), C(C)O (ethanol). RXN SMILES: Br.[CH:2]1([N:5]2[C:14]3[C:9](=[CH:10][C:11]([F:25])=[C:12]([C:16]4[CH:17]=[C:18]5[C:22](=[CH:23][CH:24]=4)[CH2:21][NH:20][CH2:19]5)[C:13]=3[CH3:15])[C:8](=[O:26])[C:7]([C:27]([OH:29])=[O:28])=[CH:6]2)[CH2:4][CH2:3]1.C(=O)=O>C(O)C.[OH-].[Na+]>[CH:2]1([N:5]2[C:14]3[C:9](=[CH:10][C:11]([F:25])=[C:12]([C:16]4[CH:17]=[C:18]5[C:22](=[CH:23][CH:24]=4)[CH2:21][NH:20][CH2:19]5)[C:13]=3[CH3:15])[C:8](=[O:26])[C:7]([C:27]([OH:29])=[O:28])=[CH:6]2)[CH2:3][CH2:4]1 |f:0.1,4.5|. Yields the product C1(CC1)N1C=C(C(C2=CC(=C(C(=C12)C)C=1C=C2CNCC2=CC1)F)=O)C(=O)O (1-cyclopropyl-6-fluoro-8-methyl-7-(isoindolin-5-yl)-1,4-dihydro-4-oxoquinoline-3-carboxylic acid). Starting materials: Br.C1(CC1)N1C=C(C(C2=CC(=C(C(=C12)C)C=1C=C2CNCC2=CC1)F)=O)C(=O)O (1-cyclopropyl-6-fluoro-8-methyl-7-(isoindolin-5-yl)-1,4-dihydro-4-oxoquinoline-3-carboxylic acid hydrobromide), C(=O)=O (carbon dioxide). The reactants are ClC=1C=C(C=CS(=O)(=O)N)C=CC1Cl (3,4-dichlorostyrylsulfonamide), COC=1C=C(C(=O)Cl)C=CC1OC (3,4-dimethoxybenzoyl chloride), P(=O)(Cl)(Cl)Cl (phosphorus oxychloride). The product is ClC=1C=C(C=CS(=O)(=O)NC(C2=CC(=C(C=C2)OC)OC)=O)C=CC1Cl (N-(3,4-dichlorostyrylsulfonyl)-3,4-dimethoxybenzamide). The yield is 70.0%. As a reaction SMILES: [Cl:1][C:2]1[CH:3]=[C:4]([CH:11]=[CH:12][C:13]=1[Cl:14])[CH:5]=[CH:6][S:7]([NH2:10])(=[O:9])=[O:8].[CH3:15][O:16][C:17]1[CH:18]=[C:19]([CH:23]=[CH:24][C:25]=1[O:26][CH3:27])[C:20](Cl)=[O:21].P(Cl)(Cl)(Cl)=O>>[Cl:1][C:2]1[CH:3]=[C:4]([CH:11]=[CH:12][C:13]=1[Cl:14])[CH:5]=[CH:6][S:7]([NH:10][C:20](=[O:21])[C:19]1[CH:23]=[CH:24][C:25]([O:26][CH3:27])=[C:17]([O:16][CH3:15])[CH:18]=1)(=[O:8])=[O:9]. Reported procedure: A mixture of 3,4-dichlorostyrylsulfonamide (12.6 g., 0.05 mole) and 3,4-dimethoxybenzoyl chloride (11.0 g., 0.055 mole) in 15 ml. of phosphorus oxychloride is heated at steam bath temperature for a period of 30 min. Excess phosphorus oxychloride is removed under reduced pressure and dry benzene added. The benzene is evaporated and the treatment repeated two times. Benzene (50 ml.) is added to the residue thus obtained and the insoluble solid collected providing 14.6 g. (70% yield) of N-(3,4-dich... The reactants are C(C)OC(C(C#N)C1=NC=C(C(=C1)C1=C(C=CC=C1)C)C(N(C)CC1=CC(=CC(=C1)C(F)(F)F)C(F)(F)F)=O)=O ((RS)-{5-[(3,5-bis-trifluoromethyl-benzyl)-methyl-carbamoyl]-4-o-tolyl-pyridin-2-yl}-cyano-acetic acid ethyl ester), [Cl-].[Li+] (lithium chloride). The solvent is CS(=O)C (dimethyl sulfoxide). Run at temperature 120 celsius. Product: FC(C=1C=C(CN(C(C2=CN=C(C=C2C2=C(C=CC=C2)C)CC#N)=O)C)C=C(C1)C(F)(F)F)(F)F (N-(3,5-Bis-trifluoromethyl-benzyl)-6-cyanomethyl-N-methyl-4-o-tolyl-nicotinamide). The yield is 70.1%. RXN SMILES: C(OC(=O)[CH:5]([C:8]1[CH:13]=[C:12]([C:14]2[CH:19]=[CH:18][CH:17]=[CH:16][C:15]=2[CH3:20])[C:11]([C:21](=[O:39])[N:22]([CH2:24][C:25]2[CH:30]=[C:29]([C:31]([F:34])([F:33])[F:32])[CH:28]=[C:27]([C:35]([F:38])([F:37])[F:36])[CH:26]=2)[CH3:23])=[CH:10][N:9]=1)[C:6]#[N:7])C.[Cl-].[Li+]>CS(C)=O>[F:37][C:35]([F:36])([F:38])[C:27]1[CH:26]=[C:25]([CH:30]=[C:29]([C:31]([F:34])([F:32])[F:33])[CH:28]=1)[CH2:24][N:22]([CH3:23])[C:21](=[O:39])[C:11]1[C:12]([C:14]2[CH:19]=[CH:18][CH:17]=[CH:16][C:15]=2[CH3:20])=[CH:13][C:8]([CH2:5][C:6]#[N:7])=[N:9][CH:10]=1 |f:1.2|. Reported procedure: A mixture of 650 mg (1.15 mmol) (RS)-{5-[(3,5-bis-trifluoromethyl-benzyl)-methyl-carbamoyl]-4-o-tolyl-pyridin-2-yl}-cyano-acetic acid ethyl ester and 0.20 g (4.6 mmol) lithium chloride in wet dimethyl sulfoxide was stirred at 120° C. over night. After cooling the mixture was concentrated in vacuo. The residue was dissolved in ethyl acetate and a saturated aqueous solution of sodium bicarbonate. The layers were separated and the aqueous layer was extracted with two portions of ethyl acetate. The ... Starting materials: CO, CON=C(C(=O)OC)c1cccc(O)c1, [Na+], [OH-]. The product is CON=C(C(=O)O)c1cccc(O)c1. RXN SMILES: [CH3:18][OH:19].[CH3:3][O:4][N:5]=[C:6]([C:7](=[O:8])[O:9][CH3:10])[c:11]1[cH:12][c:13]([OH:17])[cH:14][cH:15][cH:16]1.[Na+:2].[OH-:1]>>[CH3:3][O:4][N:5]=[C:6]([C:7](=[O:8])[OH:9])[c:11]1[cH:12][c:13]([OH:17])[cH:14][cH:15][cH:16]1.